From a dataset of the Open Reaction Database (ORD), a public repository of structured organic reaction records. describe an organic reaction: reactants, conditions, products, and yield Reactants: COC1=C(C=C2C(NC=NC2=C1)=O)OCCCN1CCOCC1 (7-methoxy-6-(3-morpholinopropoxy)-3,4-dihydroquinazolin4-one), S(=O)(Cl)Cl (thionyl chloride), C1(=CC=CC=C1)C (toluene). The solvent is CN(C)C=O (DMF). Product: ClC1=NC=NC2=CC(=C(C=C12)OCCCN1CCOCC1)OC (4-chloro-7-methoxy-6-(3-morpholinopropoxy)quinazoline). Yield: 58.0%. Reaction SMILES: [CH3:1][O:2][C:3]1[CH:12]=[C:11]2[C:6]([C:7](=O)[NH:8][CH:9]=[N:10]2)=[CH:5][C:4]=1[O:14][CH2:15][CH2:16][CH2:17][N:18]1[CH2:23][CH2:22][O:21][CH2:20][CH2:19]1.C1(C)C=CC=CC=1.S(Cl)([Cl:33])=O>CN(C=O)C>[Cl:33][C:7]1[C:6]2[C:11](=[CH:12][C:3]([O:2][CH3:1])=[C:4]([O:14][CH2:15][CH2:16][CH2:17][N:18]3[CH2:23][CH2:22][O:21][CH2:20][CH2:19]3)[CH:5]=2)[N:10]=[CH:9][N:8]=1. Reported procedure: A solution of 7-methoxy-6-(3-morpholinopropoxy)-3,4-dihydroquinazolin4-one (990 mg, 3.1 mmol) in thionyl chloride (10 ml) and DMF (0.1 ml) was heated at 80° C. for 1.5 hours. The mixture was allowed to cool, toluene was added and the solvent was removed by evaporation. The residue was partitioned between ethyl acetate and water and the aqueous layer was adjusted to pH7.5 with 2M sodium hydroxide solution. The organic layer was separated, washed with brine, dried (MgSO4) and the solvent removed b... Starting materials: F[B-](F)(F)F, O=C(O)C1(C(F)(F)F)CC1, NCc1ccc(Cl)c(N)c1Cl, CN(C)C=O, CN(C)C(On1nnc2ccccc21)=[N+](C)C. Yields the product Nc1c(Cl)ccc(CNC(=O)C2(C(F)(F)F)CC2)c1Cl. As a reaction SMILES: [B-:22]([F:23])([F:24])([F:25])[F:26].[F:12][C:13]([C:14]1([C:17](=[O:18])[OH:19])[CH2:15][CH2:16]1)([F:20])[F:21].[NH2:1][c:2]1[c:3]([Cl:11])[c:4]([CH2:5][NH2:6])[cH:7][cH:8][c:9]1[Cl:10].[O:44]=[CH:45][N:46]([CH3:47])[CH3:48].[n:27]1([O:28][C:29]([N:30]([CH3:31])[CH3:32])=[N+:33]([CH3:34])[CH3:35])[c:36]2[cH:37][cH:38][cH:39][cH:40][c:41]2[n:42][n:43]1>>[NH2:1][c:2]1[c:3]([Cl:11])[c:4]([CH2:5][NH:6][C:17]([C:14]2([C:13]([F:12])([F:20])[F:21])[CH2:15][CH2:16]2)=[O:18])[cH:7][cH:8][c:9]1[Cl:10]. The reactants are O=C(O)c1ccc(Br)c(OCC2CC2)n1, Cc1nc(C(C)(C)N)no1. The product is Cc1nc(C(C)(C)NC(=O)c2ccc(Br)c(OCC3CC3)n2)no1. RXN SMILES: [Br:1][c:2]1[cH:3][cH:4][c:5]([C:13](=[O:14])[OH:15])[n:6][c:7]1[O:8][CH2:9][CH:10]1[CH2:11][CH2:12]1.[CH3:16][C:17]([NH2:18])([c:19]1[n:20][o:21][c:22]([CH3:24])[n:23]1)[CH3:25]>>[Br:1][c:2]1[cH:3][cH:4][c:5]([C:13](=[O:15])[NH:18][C:17]([CH3:16])([c:19]2[n:20][o:21][c:22]([CH3:24])[n:23]2)[CH3:25])[n:6][c:7]1[O:8][CH2:9][CH:10]1[CH2:11][CH2:12]1. Starting materials: C(=O)(O)CCCCC1C(CCC1)=O (2-(4-carboxybutyl)cyclopentan-1-one), O.C1(=CC=C(C=C1)S(=O)(=O)O)C (p-toluenesulfonic acid monohydrate). Solvent: C(C)O (ethanol). Product: C(=O)(OCC)CCCCC1C(CCC1)=O (2-(4-carbethoxybutyl)cyclopentan-1-one). Reaction SMILES: [C:1]([CH2:4][CH2:5][CH2:6][CH2:7][CH:8]1[CH2:12][CH2:11][CH2:10][C:9]1=[O:13])([OH:3])=[O:2].O.[C:15]1(C)C=CC(S(O)(=O)=O)=C[CH:16]=1>C(O)C>[C:1]([CH2:4][CH2:5][CH2:6][CH2:7][CH:8]1[CH2:12][CH2:11][CH2:10][C:9]1=[O:13])([O:3][CH2:15][CH3:16])=[O:2] |f:1.2|. Reported procedure: A stirred solution of 124 g. (0.673 mole) of 2-(4-carboxybutyl)cyclopentan-1-one (Example 2), 800 ml. of ethanol and 1 g. of p-toluenesulfonic acid monohydrate is heated at reflux for 18 hours. The solvent is evaporated and the residue is dissolved in ether. The ether solution is washed with saline, dilute sodium bicarbonate solution and again with saline, dried over magnesium sulfate and evaporated. The oil is distilled under reduced pressure to give 149 g. of a colorless oil, b.p. 106°-109° C.... Starting materials: ClC1=C(C(=O)N[C@@H]2CC[C@H](CC2)O)C=C(C=N1)F (2-Chloro-5-fluoro-N-(trans-4-hydroxy-cyclohexyl)-nicotinamide), CSC1=CC=C(C=C1)O (4-methylsulfanyl-phenol), C([O-])([O-])=O.[Cs+].[Cs+] (caesium carbonate). The solvent is CN(C)C=O (DMF). Run at temperature 55 celsius, time 18 hour. Yields the product FC=1C=NC(=C(C(=O)N[C@@H]2CC[C@H](CC2)O)C1)OC1=CC=C(C=C1)SC (5-fluoro-N-(trans-4-hydroxy-cyclohexyl)-2-(4-methylsulfanyl-phenoxy)-nicotinamide). The yield is 39.1%. RXN SMILES: Cl[C:2]1[N:17]=[CH:16][C:15]([F:18])=[CH:14][C:3]=1[C:4]([NH:6][C@H:7]1[CH2:12][CH2:11][C@H:10]([OH:13])[CH2:9][CH2:8]1)=[O:5].[CH3:19][S:20][C:21]1[CH:26]=[CH:25][C:24]([OH:27])=[CH:23][CH:22]=1.C(=O)([O-])[O-].[Cs+].[Cs+]>CN(C=O)C>[F:18][C:15]1[CH:16]=[N:17][C:2]([O:27][C:24]2[CH:25]=[CH:26][C:21]([S:20][CH3:19])=[CH:22][CH:23]=2)=[C:3]([CH:14]=1)[C:4]([NH:6][C@H:7]1[CH2:12][CH2:11][C@H:10]([OH:13])[CH2:9][CH2:8]1)=[O:5] |f:2.3.4|. Reported procedure: 2-Chloro-5-fluoro-N-(trans-4-hydroxy-cyclohexyl)-nicotinamide (150 mg, 0.55 mmol), 4-methylsulfanyl-phenol (77 mg, 0.55 mmol) and caesium carbonate (358 mg, 1.10 mmol) were suspended in DMF (2 ml) and the reaction was heated to 55° C. and stirred at this temperature under nitrogen for 18 h. The reaction was quenched with sat. ammonium chloride solution (1.5 ml) and water (1.5 ml) and the organic phase was collected by passing the mixture through a chemelute cartridge, washing with ethyl acetate.... Starting materials: Brc1cccs1, C1CCOC1, [Cl-], Fc1ccc(CBr)cc1, Fc1ccc(CI)cc1, I, [NH4+]. The product is Fc1ccc(Cc2cccs2)cc1. Reaction SMILES: [Br:1][c:2]1[s:3][cH:4][cH:5][cH:6]1.[CH2:28]1[O:29][CH2:30][CH2:31][CH2:32]1.[Cl-:26].[F:17][c:18]1[cH:19][cH:20][c:21]([CH2:22][Br:23])[cH:24][cH:25]1.[F:8][c:9]1[cH:10][cH:11][c:12]([CH2:13][I:14])[cH:15][cH:16]1.[I:7].[NH4+:27]>>[c:2]1([CH2:13][c:12]2[cH:11][cH:10][c:9]([F:8])[cH:16][cH:15]2)[s:3][cH:4][cH:5][cH:6]1. Product: COC(=O)C1(O)CCCC1N. As a reaction SMILES: [CH2:1]([N:8]([CH:2]([c:3]1[cH:4][cH:5][cH:6][cH:7][cH:19]1)[CH3:20])[CH:9]1[C:10]([C:14](=[O:15])[O:16][CH3:17])([OH:18])[CH2:11][CH2:12][CH2:13]1)[c:21]1[cH:22][cH:23][cH:24][cH:25][cH:26]1.[CH3:30][OH:31].[CH:27]([OH:28])=[O:29]>>[NH2:8][CH:9]1[C:10]([C:14](=[O:15])[O:16][CH3:17])([OH:18])[CH2:11][CH2:12][CH2:13]1. Reactants: COC(=O)C1(O)CCCC1N(Cc1ccccc1)C(C)c1ccccc1, CO, O=CO.